Dataset: the Open Reaction Database (ORD), a public repository of structured organic reaction records. Task: describe an organic reaction: reactants, conditions, products, and yield Starting materials: Cl (hydrochloride), BrC1=C2C=3C(C4=C(C=C5C(N(C(C=6C=C(C(=C4C56)C3C=C1)OC1=CC=C(C=C1)C(C)(C)C)=O)C1=C(C=CC=C1C(C)C)C(C)C)=O)OC1=CC=C(C=C1)C(C)(C)C)=CC=C2 (8-bromo-5,12-bis(4-(tert-butyl)phenoxy)-2-(2,6-diisopropylphenyl)-1H-benzo[5,10]anthra[2,1,9-def]isoquinoline-1,3(2H)-dione), NC1=C(C=CC=C1)S (2-aminobenzenthiol), C([O-])([O-])=O.[K+].[K+] (potassium carbonate). Run in CN1C(CCC1)=O (N-methyl-2-pyrrolidinone). Run at time 8 hour. Product: NC1=C(C=CC=C1)SC1=C2C=3C(C4=C(C=C5C(N(C(C=6C=C(C(=C4C56)C3C=C1)OC1=CC=C(C=C1)C(C)(C)C)=O)C1=C(C=CC=C1C(C)C)C(C)C)=O)OC1=CC=C(C=C1)C(C)(C)C)=CC=C2 (8-((2-aminophenyl)thio)-5,12-bis(4-(tert-butyl)phenoxy)-2-(2,6-diisopropylphenyl)-1H-benzo[5,10]anthra[2,1,9-def]isoquinoline-1,3(2H)-dione). The yield is 65.3%. RXN SMILES: Br[C:2]1[CH:21]=[CH:20][C:19]2[C:16]3=[C:17]4[C:18]5[C:9]([C:10](=[O:46])[N:11]([C:34]6[C:39]([CH:40]([CH3:42])[CH3:41])=[CH:38][CH:37]=[CH:36][C:35]=6[CH:43]([CH3:45])[CH3:44])[C:12](=[O:33])[C:13]=5[CH:14]=[C:15]3[O:22][C:23]3[CH:28]=[CH:27][C:26]([C:29]([CH3:32])([CH3:31])[CH3:30])=[CH:25][CH:24]=3)=[CH:8][C:7]([O:47][C:48]3[CH:53]=[CH:52][C:51]([C:54]([CH3:57])([CH3:56])[CH3:55])=[CH:50][CH:49]=3)=[C:6]4[C:5]3=[CH:58][CH:59]=[CH:60][C:3]=1[C:4]=23.[NH2:61][C:62]1[CH:67]=[CH:66][CH:65]=[CH:64][C:63]=1[SH:68].C(=O)([O-])[O-].[K+].[K+].Cl>CN1CCCC1=O>[NH2:61][C:62]1[CH:67]=[CH:66][CH:65]=[CH:64][C:63]=1[S:68][C:2]1[CH:21]=[CH:20][C:19]2[C:16]3=[C:17]4[C:18]5[C:9]([C:10](=[O:46])[N:11]([C:34]6[C:39]([CH:40]([CH3:42])[CH3:41])=[CH:38][CH:37]=[CH:36][C:35]=6[CH:43]([CH3:45])[CH3:44])[C:12](=[O:33])[C:13]=5[CH:14]=[C:15]3[O:22][C:23]3[CH:28]=[CH:27][C:26]([C:29]([CH3:32])([CH3:31])[CH3:30])=[CH:25][CH:24]=3)=[CH:8][C:7]([O:47][C:48]3[CH:53]=[CH:52][C:51]([C:54]([CH3:57])([CH3:56])[CH3:55])=[CH:50][CH:49]=3)=[C:6]4[C:5]3=[CH:58][CH:59]=[CH:60][C:3]=1[C:4]=23 |f:2.3.4|. Procedure details: Compound 8-bromo-5,12-bis(4-(tert-butyl)phenoxy)-2-(2,6-diisopropylphenyl)-1H-benzo[5,10]anthra[2,1,9-def]isoquinoline-1,3(2H)-dione (3.0 g), 2-aminobenzenthiol (0.48 g, 10% excess) and anhydrous potassium carbonate (0.24 g) were added to 30 mL of N-methyl-2-pyrrolidinone (NMP). The solution was heated rapidly and refluxed for 30 min. After a minute the liquor was added to 2% aqueous hydrochloride acid (250 ml) and after standing overnight, filtered and dried at 105° C. to give a red-blue solid ... Starting materials: tris-HCl, OCC(=O)[C@@H](O)[C@H](O)[C@H](O)CO (D-fructose). The reagents and catalysts are [Cl-].[Mn+2].[Cl-] (manganese chloride). The solvent is liquid. The product is OCC(=O)[C@H](O)[C@H](O)[C@H](O)CO (D-psicose). RXN SMILES: [OH:1][CH2:2][C:3]([C@H:5]([C@@H:7]([C@@H:9]([CH2:11][OH:12])[OH:10])[OH:8])[OH:6])=[O:4]>[Cl-].[Mn+2].[Cl-]>[OH:1][CH2:2][C:3]([C@@H:5]([C@@H:7]([C@@H:9]([CH2:11][OH:12])[OH:10])[OH:8])[OH:6])=[O:4] |f:1.2.3|. Reported procedure: The activity of the ketose 3-epimerase enzyme before purification may be measured by measuring the amount of D-psicose produced with a D-fructose substrate. Specifically, an enzyme reaction mixture composition containing 50 mM tris-HCl buffer (pH 7.0; 200 ml), 0.2 M D-fructose (375 μl), enzyme liquid (100 μl), and 10 mM manganese chloride (75 μl) is allowed to react at 55° C. for 30 min, and the reaction is quenched by boiling the mixture for 2 min. The resulting liquid composition is then measu... The reactants are ClC1=C(C=NC2=CC(=C(C=C12)OCC)OCC)C#N (4-chloro-6,7-diethoxy-3-quinolinecarbonitrile), ClC=1C=C(N)C=CC1SC1=CC=CC=C1 (3-chloro-4-(phenylthio)aniline). Yields the product ClC=1C=C(C=CC1SC1=CC=CC=C1)NC1=C(C=NC2=CC(=C(C=C12)OCC)OCC)C#N (4-[3-Chloro-4-(phenylthio)phenylamino]-6,7-diethoxy-3-quinolinecarbonitrile). As a reaction SMILES: Cl[C:2]1[C:11]2[C:6](=[CH:7][C:8]([O:15][CH2:16][CH3:17])=[C:9]([O:12][CH2:13][CH3:14])[CH:10]=2)[N:5]=[CH:4][C:3]=1[C:18]#[N:19].[Cl:20][C:21]1[CH:22]=[C:23]([CH:25]=[CH:26][C:27]=1[S:28][C:29]1[CH:34]=[CH:33][CH:32]=[CH:31][CH:30]=1)[NH2:24]>>[Cl:20][C:21]1[CH:22]=[C:23]([NH:24][C:2]2[C:11]3[C:6](=[CH:7][C:8]([O:15][CH2:16][CH3:17])=[C:9]([O:12][CH2:13][CH3:14])[CH:10]=3)[N:5]=[CH:4][C:3]=2[C:18]#[N:19])[CH:25]=[CH:26][C:27]=1[S:28][C:29]1[CH:34]=[CH:33][CH:32]=[CH:31][CH:30]=1. Reported procedure: In the manner of Example 105 reaction of 4-chloro-6,7-diethoxy-3-quinolinecarbonitrile with 3-chloro-4-(phenylthio)aniline gave the title compound as a tan solid, mp 88-94° C. Reactants: CC1=NN=C(S1)SCC=1CS[C@H]2N(C1C(=O)O)C(C2NC(C(=O)C=2N=C(SC2)NC(=O)OC(C)(C)CC)=O)=O (3-(5-methyl-1,3,4-thiadiazol-2-yl)thiomethyl-7-[2-(2-tert-pentyloxycarbonylamino-1,3-thiazol-4-yl)glyoxylamido]-3-cephem-4-carboxylic acid), CC1=NN=C(S1)SCC=1CS[C@H]2N(C1C(=O)O)C(C2NC(C(=O)C=2NC(SC2)=NC(=O)OC(C)(C)CC)=O)=O (3-(5-methyl-1,3,4-thiadiazol-2-yl)thiomethyl-7-[2-(2-tert-pentyloxycarbonylimino-2,3-dihydro-1,3-thiazol-4-yl)glyoxylamido]-3-cephem-4-carboxylic acid). The solvent is C(=O)O (formic acid). Run at time 5.5 hour. The product is CC1=NN=C(S1)SCC=1CS[C@H]2N(C1C(=O)O)C(C2NC(C(=O)C=2N=C(SC2)N)=O)=O (3-(5-methyl-1,3,4-thiadiazol-2-yl)thiomethyl-7-[2-(2-amino-1,3-thiazol-4-yl)glyoxylamido]-3-cephem-4-carboxylic acid). RXN SMILES: [CH3:1][C:2]1[S:6][C:5]([S:7][CH2:8][C:9]2[CH2:10][S:11][C@@H:12]3[CH:19]([NH:20][C:21](=[O:38])[C:22]([C:24]4[N:25]=[C:26]([NH:29]C(OC(CC)(C)C)=O)[S:27][CH:28]=4)=[O:23])[C:18](=[O:39])[N:13]3[C:14]=2[C:15]([OH:17])=[O:16])=[N:4][N:3]=1>C(O)=O>[CH3:1][C:2]1[S:6][C:5]([S:7][CH2:8][C:9]2[CH2:10][S:11][C@@H:12]3[CH:19]([NH:20][C:21](=[O:38])[C:22]([C:24]4[N:25]=[C:26]([NH2:29])[S:27][CH:28]=4)=[O:23])[C:18](=[O:39])[N:13]3[C:14]=2[C:15]([OH:17])=[O:16])=[N:4][N:3]=1. Procedure details: A solution of 3-(5-methyl-1,3,4-thiadiazol-2-yl)thiomethyl-7-[2-(2-tert-pentyloxycarbonylamino-1,3-thiazol-4-yl)glyoxylamido]-3-cephem-4-carboxylic acid, which can be represented as 3-(5-methyl-1,3,4-thiadiazol-2-yl)thiomethyl-7-[2-(2-tert-pentyloxycarbonylimino-2,3-dihydro-1,3-thiazol-4-yl)glyoxylamido]-3-cephem-4-carboxylic acid, (8.56 g.) in formic acid (180 ml.) was stirred for 5.5 hours at room temperature. After the reaction, the reaction mixture was post-treated in the similar manners as ... Starting materials: C(CCC)C12CC3=CC(=CC=C3C2=C(C(CC1)=O)C)O (9a-butyl-7-hydroxy-4-methyl-1,2,9,9a-tetrahydro-3H-fluoren-3-one), C(C)(C)N(C(C)C)CC (N,N-diisopropyl-ethylamine), COCCl (chloromethyl methyl ether), C(C)(C)N(C(C)C)CC (N,N-diisopropyl-ethylamine), COCCl (chloromethyl methyl ether). Run in CN(C=O)C (dimethylformamide), CCOC(=O)C (EtOAc). Reaction conditions: time 5.5 hour. The product is C(CCC)C12CC3=CC(=CC=C3C2=C(C(CC1)=O)C)OCOC (9a-butyl-7-methoxymethoxy-4-methyl-1,2,9,9a-tetrahydro-3H-fluoren-3-one). Yield: 75.4%. RXN SMILES: [CH2:1]([C:5]12[CH2:17][CH2:16][C:15](=[O:18])[C:14]([CH3:19])=[C:13]1[C:12]1[C:7](=[CH:8][C:9]([OH:20])=[CH:10][CH:11]=1)[CH2:6]2)[CH2:2][CH2:3][CH3:4].C(N(CC)C(C)C)(C)C.[CH3:30][O:31][CH2:32]Cl>CN(C)C=O.CCOC(C)=O>[CH2:1]([C:5]12[CH2:17][CH2:16][C:15](=[O:18])[C:14]([CH3:19])=[C:13]1[C:12]1[C:7](=[CH:8][C:9]([O:20][CH2:30][O:31][CH3:32])=[CH:10][CH:11]=1)[CH2:6]2)[CH2:2][CH2:3][CH3:4]. Procedure details: A solution of 9a-butyl-7-hydroxy-4-methyl-1,2,9,9a-tetrahydro-3H-fluoren-3-one (5.30 g, 21 mmol) in anhydrous dimethylformamide (50 mL) was cooled in an ice bath, stirred under a nitrogen atmosphere, and treated successively with N,N-diisopropyl-ethylamine (10.5 mL, 60 mmol) and chloromethyl methyl ether (3.45 mL, 41 mmol). The resulting mixture was stirred while gradually warming to room temperature over 5 hours. After 5.5 hours, additional N,N-diisopropyl-ethylamine (3 mL) and chloromethyl met... The reactants are CN(C=C(C(=O)C1=CC=C(C=C1)Cl)C1=CC=CC=C1)C (3-dimethylamino-1-(4-chlorophenyl)-2-(phenyl)prop-2-en-1-one), C(#N)CC(=O)N (cyanoacetamide), CO (methanol), [H-].[Na+] (sodium hydride). Run in CN(C)C=O (DMF), CN(C)C=O (DMF). Run at temperature 95 celsius. The product is ClC1=CC=C(C=C1)C1=C(C=C(C(N1)=O)C#N)C1=CC=CC=C1 (6-(4-chlorophenyl)-5-(phenyl)-2-oxo-1,2-dihydropyridine-3-nitrile). As a reaction SMILES: CN(C)[CH:3]=[C:4]([C:14]1[CH:19]=[CH:18][CH:17]=[CH:16][CH:15]=1)[C:5]([C:7]1[CH:12]=[CH:11][C:10]([Cl:13])=[CH:9][CH:8]=1)=O.[C:21]([CH2:23][C:24]([NH2:26])=[O:25])#[N:22].CO.[H-].[Na+]>CN(C=O)C>[Cl:13][C:10]1[CH:9]=[CH:8][C:7]([C:5]2[NH:26][C:24](=[O:25])[C:23]([C:21]#[N:22])=[CH:3][C:4]=2[C:14]2[CH:15]=[CH:16][CH:17]=[CH:18][CH:19]=2)=[CH:12][CH:11]=1 |f:3.4|. Reported procedure: A solution of 3-dimethylamino-1-(4-chlorophenyl)-2-(phenyl)prop-2-en-1-one (43.3 mmol assumed) from Step A, cyanoacetamide (4.0 g, 47.6 mmol), and methanol (3.9 mL, 95 mmol) in DMF (100 mL) was added dropwise to a suspension of sodium hydride (60% in mineral oil) (4.3 g, 108 mmol) in DMF (50 mL) at rt. After the slow addition was complete, the reaction was heated to 95° C. for 2 h. Most of the DMF was then removed in vacuo before the reaction was diluted with aqueous 18% citric acid solution. Th... Reactants: carbonyl, N1C=NC(C2=CC=CC=C12)=O (1H-quinazolin-4-one), N1C=NC(C=C1)=O (1H-pyrimidin-4-one), 5-membered heterocyclic ring, pentasulfide, COC=1C=CC(=CC1)P2(=S)SP(=S)(S2)C=3C=CC(=CC3)OC (Lawesson's reagent). Product: N1C=NC(C2=CC=CC=C12)=S (1H-quinazolin-4-thion). As a reaction SMILES: [NH:1]1[C:10]2[C:5](=[CH:6][CH:7]=[CH:8][CH:9]=2)[C:4](=O)[N:3]=[CH:2]1.N1C=CC(=O)N=C1.COC1C=CC(P2(SP(C3C=CC(OC)=CC=3)(=S)S2)=[S:28])=CC=1>>[NH:1]1[C:10]2[C:5](=[CH:6][CH:7]=[CH:8][CH:9]=2)[C:4](=[S:28])[N:3]=[CH:2]1. Procedure: In the next step the carbonyl function of the 1H-quinazolin-4-one derivative, or the 1H-pyrimidin-4-one derivative with a condensed 5-membered heterocyclic ring structure is reacted further e.g. with phosphorous pentasulfide or Lawesson's reagent to yield the 1H-quinazolin-4-thion derivatives, or the 1H-pyrimidin-4-thion one derivatives with a condensed 5-membered heterocyclic ring structure. Reactants: CC(=CCC[C@H](C)O)C ((2S)-6-methylhept-5-en-2-ol). The reagents and catalysts are [Pd] (Palladium on carbon). Solvent: CO (methanol). Reaction conditions: time 8 hour. Product: CC(CCC[C@H](C)O)C ((2S)-6-methylheptan-2-ol). Isolated yield 866.7%. Reaction SMILES: [CH3:1][C:2]([CH3:9])=[CH:3][CH2:4][CH2:5][C@@H:6]([OH:8])[CH3:7]>[Pd].CO>[CH3:1][CH:2]([CH3:9])[CH2:3][CH2:4][CH2:5][C@@H:6]([OH:8])[CH3:7]. Procedure: 5% Palladium on carbon (0.02 g), (2S)-6-methylhept-5-en-2-ol (4.0 g, 3 mmol) and methanol (20 mL) were added to a 50 mL round-bottomed flask fitted with a magnetic stirrer. The flask was evacuated and then pressurised with 1 bar of hydrogen from a balloon. This was repeated three times then the reaction mixture was stirred for 8 hours at room temperature under hydrogen. The crude reaction mixture was filtered and the solvent removed in vacuo to yield (2S)-6-methylheptan-2-ol (3.4 g, 26 mmol, che... Starting materials: CC#N (CH3CN), [Li+].C[Si](C)(C)[N-][Si](C)(C)C (LiHMDS), C(CC)C(COC1=CC=C(O1)C(=O)OC)CCC (methyl 5-((2-propylpentyl)oxy)furan-2-carboxylate). Solvent: C1CCOC1 (THF). Run at temperature 0 celsius, time 5 minute. Yields the product O=C(CC#N)C=1OC(=CC1)OCC(CCC)CCC (3-oxo-3-(5-((2-propylpentyl)oxy)furan-2-yl)propanenitrile). RXN SMILES: [CH3:1][C:2]#[N:3].[Li+].C[Si]([N-][Si](C)(C)C)(C)C.[CH2:14]([CH:17]([CH2:29][CH2:30][CH3:31])[CH2:18][O:19][C:20]1[O:24][C:23]([C:25](OC)=[O:26])=[CH:22][CH:21]=1)[CH2:15][CH3:16]>C1COCC1>[O:26]=[C:25]([C:23]1[O:24][C:20]([O:19][CH2:18][CH:17]([CH2:29][CH2:30][CH3:31])[CH2:14][CH2:15][CH3:16])=[CH:21][CH:22]=1)[CH2:1][C:2]#[N:3] |f:1.2|. Procedure: Anhydrous CH3CN (0.15 mL, 2.87 mmol) was added to a solution of LiHMDS (1M/THF, 3.0 mL, 3.0 mmol) at −75° C. under inert atmosphere and the reaction mixture was stirred for 5 min. A solution of methyl 5-((2-propylpentyl)oxy)furan-2-carboxylate (1.337 mmol) in anhydrous THF (7 mL) was added to the reaction mixture and the reaction mixture was stirred under inert atmosphere while slowly warming to 0° C. for over 75 min. The reaction mixture was partitioned between aqueous NaHSO4 (10%) and EtOAc. O...